From a dataset of the Open Reaction Database (ORD), a public repository of structured organic reaction records. describe an organic reaction: reactants, conditions, products, and yield The reactants are CCN, Cc1ccccc1, CC(C)Nc1nc(Cl)nc(Cl)n1, [Na+], [OH-]. Product: CCNc1nc(Cl)nc(NC(C)C)n1. RXN SMILES: [CH3:13][CH2:14][NH2:15].[CH3:18][c:19]1[cH:20][cH:21][cH:22][cH:23][cH:24]1.[Cl:1][c:2]1[n:3][c:4]([NH:9][CH:10]([CH3:11])[CH3:12])[n:5][c:6]([Cl:8])[n:7]1.[Na+:17].[OH-:16]>>[c:2]1([NH:15][CH2:14][CH3:13])[n:3][c:4]([NH:9][CH:10]([CH3:11])[CH3:12])[n:5][c:6]([Cl:8])[n:7]1. As a reaction SMILES: [C:54](=[O:55])([O-:56])[O-:57].[CH3:1][O:2][c:3]1[cH:4][c:5]([C:6](=[O:7])[N:8]2[CH2:9][C:10]([c:13]3[cH:14][cH:15][cH:16][cH:17][cH:18]3)([CH2:19][CH2:20][N:21]3[CH2:22][CH2:23][CH:24]([C:27](=[O:28])[c:29]4[n:30][c:31]5[c:32]([nH:33]4)[cH:34][cH:35][cH:36][cH:37]5)[CH2:25][CH2:26]3)[CH2:11][CH2:12]2)[cH:38][c:39]([O:43][CH3:44])[c:40]1[O:41][CH3:42].[CH3:60][C:61](=[O:62])[CH3:63].[Cl:46][CH2:47][c:48]1[cH:49][cH:50][n:51][cH:52][cH:53]1.[ClH:45].[K+:58].[K+:59].[OH2:64]>>[CH3:1][O:2][c:3]1[cH:4][c:5]([C:6](=[O:7])[N:8]2[CH2:9][C:10]([c:13]3[cH:14][cH:15][cH:16][cH:17][cH:18]3)([CH2:19][CH2:20][N:21]3[CH2:22][CH2:23][CH:24]([C:27](=[O:28])[c:29]4[n:30]([CH2:47][c:48]5[cH:49][cH:50][n:51][cH:52][cH:53]5)[c:31]5[c:32]([n:33]4)[cH:34][cH:35][cH:36][cH:37]5)[CH2:25][CH2:26]3)[CH2:11][CH2:12]2)[cH:38][c:39]([O:43][CH3:44])[c:40]1[O:41][CH3:42]. Reactants: O=C([O-])[O-], COc1cc(C(=O)N2CCC(CCN3CCC(C(=O)c4nc5ccccc5[nH]4)CC3)(c3ccccc3)C2)cc(OC)c1OC, CC(C)=O, ClCc1ccncc1, Cl, [K+], [K+], O. Yields the product COc1cc(C(=O)N2CCC(CCN3CCC(C(=O)c4nc5ccccc5n4Cc4ccncc4)CC3)(c3ccccc3)C2)cc(OC)c1OC. The reactants are BrC1=CC=2C(C=3C=C4C(=CC3C(C2C=C1)(O)C1=CC2=CC=CC=C2C=C1)C1=CC=CC=C1C4(C)C)(O)C4=CC1=CC=CC=C1C=C4 (9-bromo-13,13-dimethyl-6,11-di(naphthalen-2-yl)-11,13-dihydro-6H-indeno[1,2-b]anthracene-6,11-diol), [I-].[K+] (Potassium iodide), [PH2](=O)[O-].[Na+] (Sodium hypophosphite). Solvent: C(C)(=O)O (acetic acid). Reaction conditions: time 5 hour. Product: BrC1=CC2=C(C=3C=C4C(=CC3C(=C2C=C1)C1=CC2=CC=CC=C2C=C1)C1=CC=CC=C1C4(C)C)C4=CC1=CC=CC=C1C=C4 (9-bromo-13,13-dimethyl-6,11-di(naphthalen-2-yl)-13H-indeno[1,2-b]anthracene). The yield is 71.0%. Reaction SMILES: [Br:1][C:2]1[CH:15]=[CH:14][C:13]2[C:12]([C:17]3[CH:26]=[CH:25][C:24]4[C:19](=[CH:20][CH:21]=[CH:22][CH:23]=4)[CH:18]=3)(O)[C:11]3[CH:10]=[C:9]4[C:27]5[C:32]([C:33]([CH3:35])([CH3:34])[C:8]4=[CH:7][C:6]=3[C:5]([C:37]3[CH:46]=[CH:45][C:44]4[C:39](=[CH:40][CH:41]=[CH:42][CH:43]=4)[CH:38]=3)(O)[C:4]=2[CH:3]=1)=[CH:31][CH:30]=[CH:29][CH:28]=5.[I-].[K+].[PH2]([O-])=O.[Na+]>C(O)(=O)C>[Br:1][C:2]1[CH:15]=[CH:14][C:13]2[C:4](=[C:5]([C:37]3[CH:46]=[CH:45][C:44]4[C:39](=[CH:40][CH:41]=[CH:42][CH:43]=4)[CH:38]=3)[C:6]3[CH:7]=[C:8]4[C:33]([CH3:35])([CH3:34])[C:32]5[C:27](=[CH:28][CH:29]=[CH:30][CH:31]=5)[C:9]4=[CH:10][C:11]=3[C:12]=2[C:17]2[CH:26]=[CH:25][C:24]3[C:19](=[CH:20][CH:21]=[CH:22][CH:23]=3)[CH:18]=2)[CH:3]=1 |f:1.2,3.4|. Reported procedure: 9-bromo-13,13-dimethyl-6,11-di(naphthalen-2-yl)-11,13-dihydro-6H-indeno[1,2-b]anthracene-6,11-diol (11.87 g, 0.018 mol), Potassium iodide (29.88 g, 0.18 mol), and Sodium hypophosphite (35.63 g, 0.297 mol) were placed in a flask, and were suspended in acetic acid (300 ml). The reaction mixture was stirred for five hours while heating. After the reaction was terminated, the reaction solution was added to an excess of distilled water. The resultant solid was washed, filtered and purified by column ... The reactants are O=C1CCCC2CN(C=3C=CC=C(C23)N1)CC(=O)OC(C)(C)C (tert-butyl (6-oxo-2a,3,4,5,6,7-hexahydroazocino[4,3,2-cd]indol-1(2H)-yl)acetate), [H-].[Na+] (sodium hydride), CN(C)C=O (DMF), IC (iodomethane). Conditions: time 5 minute. Product: C(C)(C)(C)C(C(=O)O)N1CC2C=3C(=CC=CC13)N(C(CCC2)=O)C (tert-Butyl (7-methyl-6-oxo-2a,3,4,5,6,7-hexahydroazocino[4,3,2-cd]indol-1(2H)-yl)acetic acid). Reaction SMILES: O=C1NC2[C:14]3[CH:6]([CH2:7][N:8]([CH2:16][C:17]([O:19]C(C)(C)C)=[O:18])[C:9]=3[CH:10]=[CH:11][CH:12]=2)[CH2:5][CH2:4][CH2:3]1.[H-].[Na+].IC.[CH3:28][N:29]([CH:31]=[O:32])[CH3:30]>>[C:6]([CH:16]([N:8]1[C:9]2[CH:10]=[CH:11][CH:12]=[C:28]3[N:29]([CH3:30])[C:31](=[O:32])[CH2:3][CH2:4][CH2:5][CH:6]([C:14]=23)[CH2:7]1)[C:17]([OH:19])=[O:18])([CH3:14])([CH3:7])[CH3:5] |f:1.2|. Reported procedure: To a solution of tert-butyl (6-oxo-2a,3,4,5,6,7-hexahydroazocino[4,3,2-cd]indol-1(2H)-yl)acetate, enantiomer A, from Step F (20 mg, 0.063 mmol) in DMF (0.5 mL) at ambient temperature was added sodium hydride (3 mg of a 60% dispersion in mineral oil, 0.075 mmol). The reaction mixture was stirred for 5 min, then iodomethane (10 mg, 0.070 mmol) was added and stirring was continued for 10 min. The reaction was quenched with saturated aqueous NaHCO3 (1 mL) and extracted with EtOAc (2×3 mL). The combi... The reactants are C(C)(C)(C)OC(N(C)CCO)=O ((2-hydroxyethyl)-methylcarbamic acid tert-butyl ester), CCN(C(C)C)C(C)C (Hunig's base), Cl.NC1=C2N=CN(C2=NC=N1)C1=CC=C(C=C1)NC(=O)NC1=CC(=C(C=C1)Cl)C(F)(F)F (1-[4-(6-aminopurin-9-yl)phenyl]-3-(4-chloro-3-(trifluoromethyl)phenyl)urea hydrochloride), ClC(Cl)(OC(OC(Cl)(Cl)Cl)=O)Cl (triphosgene). Run in C(Cl)Cl (methylene chloride), N1=CC=CC=C1 (pyridine). Reaction conditions: time 15 minute. The product is C(C)(C)(C)OC(=O)NCCOC(NC1=C2N=CN(C2=NC=N1)C1=CC=C(C=C1)NC(=O)NC1=CC(=C(C=C1)Cl)C(F)(F)F)=O ((9-{4-[3-(4-chloro-3-(trifluoromethyl)phenyl)ureido]phenyl}-9H-purin-6-yl]carbamic acid 2-(tert-butoxycarbonylamino)ethyl ester). The yield is 33.0%. Reaction SMILES: [C:1]([O:5][C:6](=[O:12])[N:7]([CH2:9][CH2:10][OH:11])C)([CH3:4])([CH3:3])[CH3:2].CCN(C(C)C)C(C)C.Cl[C:23](Cl)([O:25]C(=O)OC(Cl)(Cl)Cl)Cl.Cl.[NH2:35][C:36]1[N:44]=[CH:43][N:42]=[C:41]2[C:37]=1[N:38]=[CH:39][N:40]2[C:45]1[CH:50]=[CH:49][C:48]([NH:51][C:52]([NH:54][C:55]2[CH:60]=[CH:59][C:58]([Cl:61])=[C:57]([C:62]([F:65])([F:64])[F:63])[CH:56]=2)=[O:53])=[CH:47][CH:46]=1>C(Cl)Cl.N1C=CC=CC=1>[C:1]([O:5][C:6]([NH:7][CH2:9][CH2:10][O:11][C:23](=[O:25])[NH:35][C:36]1[N:44]=[CH:43][N:42]=[C:41]2[C:37]=1[N:38]=[CH:39][N:40]2[C:45]1[CH:46]=[CH:47][C:48]([NH:51][C:52]([NH:54][C:55]2[CH:60]=[CH:59][C:58]([Cl:61])=[C:57]([C:62]([F:64])([F:65])[F:63])[CH:56]=2)=[O:53])=[CH:49][CH:50]=1)=[O:12])([CH3:2])([CH3:3])[CH3:4] |f:3.4|. Procedure details: In 3 mL of methylene chloride, 110 mg (0.62 mmol) of (2-hydroxyethyl)-methylcarbamic acid tert-butyl ester and 108 μL (0.62 mol) of Hunig's base were dissolved, and 74 mg (0.248 mmol) of triphosgene was added thereto at one time, and the mixture solution was stirred for 15 minutes. To the obtained solution, a solution obtained by dissolving 30 mg (0.062 mmol) of 1-[4-(6-aminopurin-9-yl)phenyl]-3-(4-chloro-3-(trifluoromethyl)phenyl)urea hydrochloride in 3 mL of pyridine was added and the mixture ... Starting materials: C(C1=CC=CC=C1)N1C(SC(C1=O)=C1SC2=C(N1C)C=C(C=C2)OCCCl)=NC=2C=C(C=CC2NCC)NC(CN(C)C)=O (N-(3-{3-benzyl-5-[5-(2-chloroethoxy)-3-methyl-3H-benzothiazol-2-ylidene]-4-oxothiazolidin-2-ylideneamino}-4-ethylaminophenyl)-2-dimethylaminoacetamide), C(C)(=O)[O-].[Na+] (sodium acetate). The reagents and catalysts are [I-].C(CCC)[N+](CCCC)(CCCC)CCCC (tetra-n-butylammonium iodide). The solvent is CCOC(=O)C (EtOAc), CC(=O)C (acetone). Reaction conditions: temperature 40 celsius, time 17 hour. Yields the product C(C1=CC=CC=C1)N1C(SC(C1=O)=C1SC2=C(N1C)C=C(C=C2)OCCOC(C)=O)=NC=2C=C(C=CC2NCC)NC(CN(C)C)=O (N-(3-{3-benzyl-5-[5-(2-acetoxyethoxy)-3-methyl-3H-benzothiazol-2-ylidene]-4-oxothiazolidin-2-ylideneamino}-4-ethylaminophenyl)-2-dimethylamino-acetamide). Isolated yield 32.4%. RXN SMILES: [CH2:1]([N:8]1[C:12](=[O:13])[C:11](=[C:14]2[N:18]([CH3:19])[C:17]3[CH:20]=[C:21]([O:24][CH2:25][CH2:26]Cl)[CH:22]=[CH:23][C:16]=3[S:15]2)[S:10][C:9]1=[N:28][C:29]1[CH:30]=[C:31]([NH:38][C:39](=[O:44])[CH2:40][N:41]([CH3:43])[CH3:42])[CH:32]=[CH:33][C:34]=1[NH:35][CH2:36][CH3:37])[C:2]1[CH:7]=[CH:6][CH:5]=[CH:4][CH:3]=1.[C:45]([O-:48])(=[O:47])[CH3:46].[Na+]>CC(C)=O.[I-].C([N+](CCCC)(CCCC)CCCC)CCC.CCOC(C)=O>[CH2:1]([N:8]1[C:12](=[O:13])[C:11](=[C:14]2[N:18]([CH3:19])[C:17]3[CH:20]=[C:21]([O:24][CH2:25][CH2:26][O:48][C:45](=[O:47])[CH3:46])[CH:22]=[CH:23][C:16]=3[S:15]2)[S:10][C:9]1=[N:28][C:29]1[CH:30]=[C:31]([NH:38][C:39](=[O:44])[CH2:40][N:41]([CH3:43])[CH3:42])[CH:32]=[CH:33][C:34]=1[NH:35][CH2:36][CH3:37])[C:2]1[CH:7]=[CH:6][CH:5]=[CH:4][CH:3]=1 |f:1.2,4.5|. Procedure: To the product of Example 145 (21 mg, 32 μmol) in acetone (2 mL) was added tetra-n-butylammonium iodide (24 mg, 65 μmol). The solution was stirred at 40° C. for 17 h prior to the addition of sodium acetate (50 mg, 0.64 mmol). The reaction solution was heated at 75° C. for 48 h. After cooling the solution was diluted with EtOAc (25 mL), washed with saturated NaHCO3 (20 mL) and water (2×20 mL), dried over Na2SO4, and concentrated under reduced pressure. The crude sample was chromatographed (silica... Starting materials: [N+](=O)([O-])[O-].[NH4+].[Ce] (cerium ammonium nitrate), FC(C=1C=C(C=C(C1)C(F)(F)F)C1(CN(CC1)C1=CC(=C(C=N1)CNC(=O)C1CC1)C(F)(F)F)C(F)(F)F)(F)F (N-{[6-{3-[3,5-Bis(trifluoromethyl)phenyl]-3-(trifluoromethyl)pyrrolidin-1-yl-}-4-(trifluoro-methyl)pyridin-3-yl]methyl}cyclopropanecarboxamide), S(=O)([O-])[O-].[Na+].[Na+] (sodium sulfite). Solvent: C(C)#N (acetonitrile). Run at temperature 0 celsius, time 3 hour. Yields the product FC(C=1C=C(C=C(C1)C(F)(F)F)C1(C(N(CC1)C1=CC(=C(C=N1)CNC(=O)C1CC1)C(F)(F)F)O)C(F)(F)F)(F)F (N-{[6-{3-[3,5-bis(trifluoromethyl)phenyl]-2-hydroxy-3-(trifluoromethyl)pyrrolidin-1-yl}-4-(trifluoromethyl)pyridin-3-yl]methyl}cyclopropanecarboxamide). RXN SMILES: [F:1][C:2]([F:40])([F:39])[C:3]1[CH:4]=[C:5]([C:13]2([C:35]([F:38])([F:37])[F:36])[CH2:17][CH2:16][N:15]([C:18]3[N:23]=[CH:22][C:21]([CH2:24][NH:25][C:26]([CH:28]4[CH2:30][CH2:29]4)=[O:27])=[C:20]([C:31]([F:34])([F:33])[F:32])[CH:19]=3)[CH2:14]2)[CH:6]=[C:7]([C:9]([F:12])([F:11])[F:10])[CH:8]=1.[N+]([O-])([O-])=[O:42].[NH4+].[Ce].S([O-])([O-])=O.[Na+].[Na+]>C(#N)C>[F:40][C:2]([F:1])([F:39])[C:3]1[CH:4]=[C:5]([C:13]2([C:35]([F:36])([F:37])[F:38])[CH2:17][CH2:16][N:15]([C:18]3[N:23]=[CH:22][C:21]([CH2:24][NH:25][C:26]([CH:28]4[CH2:30][CH2:29]4)=[O:27])=[C:20]([C:31]([F:32])([F:33])[F:34])[CH:19]=3)[CH:14]2[OH:42])[CH:6]=[C:7]([C:9]([F:12])([F:11])[F:10])[CH:8]=1 |f:1.2.3,4.5.6|. Procedure details: N-{[6-{3-[3,5-Bis(trifluoromethyl)phenyl]-3-(trifluoromethyl)pyrrolidin-1-yl-}-4-(trifluoro-methyl)pyridin-3-yl]methyl}cyclopropanecarboxamide (0.15 g) was dissolved in acetonitrile (3 ml) and to the solution was added cerium ammonium nitrate (IV) (1 M aqueous solution, 0.51 ml) at 0° C. After stirring at 0° C. for 3 hours, an aqueous solution of sodium sulfite was added, extracted with ethyl acetate, dried over magnesium sulfate, filtered and concentrated. The target compound (0.12 g) was obtai... The reactants are O=C(NC(Cc1ccccc1)C(=O)CCC(=O)N1CCCC1C(=O)OCc1ccccc1)c1ccccc1, [H][H]. The product is O=C(NC(Cc1ccccc1)C(=O)CCC(=O)N1CCCC1C(=O)O)c1ccccc1. Reaction SMILES: [CH2:1]([c:2]1[cH:3][cH:4][cH:5][cH:6][cH:7]1)[O:8][C:9]([CH:10]1[N:11]([C:15]([CH2:16][CH2:17][C:18]([CH:19]([CH2:20][c:21]2[cH:22][cH:23][cH:24][cH:25][cH:26]2)[NH:27][C:28]([c:29]2[cH:30][cH:31][cH:32][cH:33][cH:34]2)=[O:35])=[O:36])=[O:37])[CH2:12][CH2:13][CH2:14]1)=[O:38].[H:39][H:40]>>[O:8]=[C:9]([CH:10]1[N:11]([C:15]([CH2:16][CH2:17][C:18]([CH:19]([CH2:20][c:21]2[cH:22][cH:23][cH:24][cH:25][cH:26]2)[NH:27][C:28]([c:29]2[cH:30][cH:31][cH:32][cH:33][cH:34]2)=[O:35])=[O:36])=[O:37])[CH2:12][CH2:13][CH2:14]1)[OH:38]. Reactants: CC(C)(C)OC(=O)N1CCCC(C(=O)O)C1, CCN=C=NCCCN(C)C, CN1CCOCC1, Cl, Nc1ccccc1N, CN(C)C=O, O, On1nnc2ccccc21. The product is CC(C)(C)OC(=O)N1CCCC(C(=O)Nc2ccccc2N)C1. As a reaction SMILES: [C:1]([CH3:2])([CH3:3])([CH3:4])[O:5][C:6](=[O:7])[N:8]1[CH2:9][CH:10]([C:14](=[O:15])[OH:16])[CH2:11][CH2:12][CH2:13]1.[CH2:33]([N:34]=[C:35]=[N:36][CH2:37][CH2:38][CH2:39][N:40]([CH3:41])[CH3:42])[CH3:43].[CH3:25][N:26]1[CH2:27][CH2:28][O:29][CH2:30][CH2:31]1.[ClH:32].[NH2:17][c:18]1[cH:19][cH:20][cH:21][cH:22][c:23]1[NH2:24].[O:55]=[CH:56][N:57]([CH3:58])[CH3:59].[OH2:54].[n:44]1([OH:45])[c:46]2[cH:47][cH:48][cH:49][cH:50][c:51]2[n:52][n:53]1>>[C:1]([CH3:2])([CH3:3])([CH3:4])[O:5][C:6](=[O:7])[N:8]1[CH2:9][CH:10]([C:14](=[O:16])[NH:24][c:23]2[c:18]([NH2:17])[cH:19][cH:20][cH:21][cH:22]2)[CH2:11][CH2:12][CH2:13]1.